This data is from the Open Reaction Database (ORD), a public repository of structured organic reaction records. The task is: describe an organic reaction: reactants, conditions, products, and yield Starting materials: NC1=C2C(=NCN1C1=CC=C(C=C1)N)OC=C2 (4-Amino-3-(4-aminophenyl)furo[2,3-d]pyrimidine), C1(=CC=CC=C1)S(=O)(=O)Cl (benzenesulfonyl chloride), C(C)(C)N(C(C)C)CC (N,N-diisopropylethylamine), O (water). The solvent is C1CCOC1 (THF). Reaction conditions: time 6 hour. Yields the product NC1=C2C(=NCN1C1=CC=C(C=C1)NS(=O)(=O)C1=CC=CC=C1)OC=C2 (4-Amino-3-(4-((benzenesulfonyl)amino)phenyl)furo[2,3-d]pyrimidine). As a reaction SMILES: [NH2:1][C:2]1[N:7]([C:8]2[CH:13]=[CH:12][C:11]([NH2:14])=[CH:10][CH:9]=2)[CH2:6][N:5]=[C:4]2[O:15][CH:16]=[CH:17][C:3]=12.[C:18]1([S:24](Cl)(=[O:26])=[O:25])[CH:23]=[CH:22][CH:21]=[CH:20][CH:19]=1.C(N(CC)C(C)C)(C)C.O>C1COCC1>[NH2:1][C:2]1[N:7]([C:8]2[CH:9]=[CH:10][C:11]([NH:14][S:24]([C:18]3[CH:23]=[CH:22][CH:21]=[CH:20][CH:19]=3)(=[O:26])=[O:25])=[CH:12][CH:13]=2)[CH2:6][N:5]=[C:4]2[O:15][CH:16]=[CH:17][C:3]=12. Procedure details: To compound 4-Amino-3-(4-aminophenyl)furo[2,3-d]pyrimidine (9) (24 mg, 0.044 mmol) in THF (1 mL), benzenesulfonyl chloride (6.8 uL, 0.053 mmol), and N,N-diisopropylethylamine (9 uL, 0.053 mmol) were added. After the mixture was stirred at room temperature for 6 h, water was added to quench the reaction. The solution was extracted with EtOAc. The organic layer was separated, dried (MgSO4), and filtered. The solvent was evaporated. The residue was purified by gilson to afford the desired product M... The reactants are Cn1cccc(Br)c1=O, CCCC[Sn](CCCC)(CCCC)c1ccc(CC(NC(=O)OC(C)(C)C)C(=O)OC)cc1, ClCCl, CN(C)C=O. Yields the product COC(=O)C(Cc1ccc(-c2cccn(C)c2=O)cc1)NC(=O)OC(C)(C)C. As a reaction SMILES: [Br:1][c:2]1[c:3](=[O:9])[n:4]([CH3:8])[cH:5][cH:6][cH:7]1.[CH3:10][O:11][C:12]([CH:13]([NH:14][C:15](=[O:16])[O:17][C:18]([CH3:19])([CH3:20])[CH3:21])[CH2:22][c:23]1[cH:24][cH:25][c:26]([Sn:29]([CH2:30][CH2:31][CH2:32][CH3:33])([CH2:34][CH2:35][CH2:36][CH3:37])[CH2:38][CH2:39][CH2:40][CH3:41])[cH:27][cH:28]1)=[O:42].[Cl:48][CH2:49][Cl:50].[O:43]=[CH:44][N:45]([CH3:46])[CH3:47]>>[c:2]1(-[c:26]2[cH:25][cH:24][c:23]([CH2:22][CH:13]([C:12]([O:11][CH3:10])=[O:42])[NH:14][C:15](=[O:16])[O:17][C:18]([CH3:19])([CH3:20])[CH3:21])[cH:28][cH:27]2)[c:3](=[O:9])[n:4]([CH3:8])[cH:5][cH:6][cH:7]1. Product: COC(CC1=CC(=CC=C1)OC1=C(C=C(C=C1)Br)CN([C@H](CC1=CC=CC=C1)C)C(=O)OC)=O ([3-(4-Bromo-2-{[methoxycarbonyl-((S)-1-methyl-2-phenyl-ethyl)-amino]-methyl}-phenoxy)-phenyl]-acetic acid methyl ester). As a reaction SMILES: [CH3:1][O:2][C:3](=[O:30])[CH2:4][C:5]1[CH:10]=[CH:9][CH:8]=[C:7]([O:11][C:12]2[CH:17]=[CH:16][C:15]([Br:18])=[CH:14][C:13]=2[CH2:19][NH:20][C@@H:21]([CH3:29])[CH2:22][C:23]2[CH:28]=[CH:27][CH:26]=[CH:25][CH:24]=2)[CH:6]=1.Cl[C:32]([O:34][CH3:35])=[O:33]>>[CH3:1][O:2][C:3](=[O:30])[CH2:4][C:5]1[CH:10]=[CH:9][CH:8]=[C:7]([O:11][C:12]2[CH:17]=[CH:16][C:15]([Br:18])=[CH:14][C:13]=2[CH2:19][N:20]([C:32]([O:34][CH3:35])=[O:33])[C@@H:21]([CH3:29])[CH2:22][C:23]2[CH:28]=[CH:27][CH:26]=[CH:25][CH:24]=2)[CH:6]=1. Procedure: Prepared according to the procedure described in Example 2, Step 4, using the following starting materials: (3-{4-bromo-2-[((S)-1-methyl-2-phenyl-ethylamino)-methyl]-phenoxy}-phenyl)-acetic acid methyl ester and methyl chloroformate. The reactants are COC(CC1=CC(=CC=C1)OC1=C(C=C(C=C1)Br)CN[C@H](CC1=CC=CC=C1)C)=O ((3-{4-bromo-2-[((S)-1-methyl-2-phenyl-ethylamino)-methyl]-phenoxy}-phenyl)-acetic acid methyl ester), ClC(=O)OC (methyl chloroformate). Starting materials: FC=1C=C(C=CC1)C#CC1=CC=2N(C(C(=CN2)C(=O)OC)=O)C=C1 (methyl 8-((3-fluorophenyl)ethynyl)-4-oxo-4H-pyrido[1,2-a]pyrimidine-3 carboxylate), [OH-].[Na+] (NaOH), Cl (HCl). Solvent: C1CCOC1 (THF). Product: FC=1C=C(C=CC1)C#CC1=CC=2N(C(C(=CN2)C(=O)O)=O)C=C1 (8-((3-fluorophenyl)ethynyl)-4-oxo-4H-pyrido[1,2-a]pyrimidine-3-carboxylic acid). Yield: 43.3%. As a reaction SMILES: [F:1][C:2]1[CH:3]=[C:4]([C:8]#[C:9][C:10]2[CH:24]=[CH:23][N:13]3[C:14](=[O:22])[C:15]([C:18]([O:20]C)=[O:19])=[CH:16][N:17]=[C:12]3[CH:11]=2)[CH:5]=[CH:6][CH:7]=1.[OH-].[Na+].Cl>C1COCC1>[F:1][C:2]1[CH:3]=[C:4]([C:8]#[C:9][C:10]2[CH:24]=[CH:23][N:13]3[C:14](=[O:22])[C:15]([C:18]([OH:20])=[O:19])=[CH:16][N:17]=[C:12]3[CH:11]=2)[CH:5]=[CH:6][CH:7]=1 |f:1.2|. Procedure: A solution of methyl 8-((3-fluorophenyl)ethynyl)-4-oxo-4H-pyrido[1,2-a]pyrimidine-3 carboxylate (100 mg, 0.3 mmol, 1 equiv) in 1% NaOH (2.4 mL, 0.6 mmol, 2 equiv) and THF was stirred at room temperature overnight. Then the reaction mixture was adjusted pH to 3 with 10% aq. HCl and filtered to give 40 mg of the desired product. MS (ESI): 309 (MH+). The reactants are N1C=CN=CC2=C1C=CC=C2 (benzo[e][1,4]diazepine), 4-phenyl-quinazolines, OC1C(NC2=C(C(=N1)C1=CC=CC=C1)C=CC=C2)=O (3-hydroxy-5-phenyl-3H-1,4-benzodiazepin-2(1H)-one). Run in CC(=O)O (AcOH). Yields the product C1(=CC=CC=C1)C1=NC(=NC2=CC=CC=C12)C=O (4-phenyl-2-quinazolinecarbaldehyde). The yield is 35.0%. As a reaction SMILES: N1C2C=CC=CC=2C=NC=C1.O[CH:13]1[N:19]=[C:18]([C:20]2[CH:25]=[CH:24][CH:23]=[CH:22][CH:21]=2)[C:17]2[CH:26]=[CH:27][CH:28]=[CH:29][C:16]=2[NH:15][C:14]1=[O:30]>CC(O)=O>[C:20]1([C:18]2[C:17]3[C:16](=[CH:29][CH:28]=[CH:27][CH:26]=3)[N:15]=[C:13]([CH:14]=[O:30])[N:19]=2)[CH:25]=[CH:24][CH:23]=[CH:22][CH:21]=1. Procedure details: The conversion of benzo[e][1,4]diazepine derivatives into 4-phenyl-quinazolines, such as the refluxing of 3-hydroxy-5-phenyl-3H-1,4-benzodiazepin-2(1H)-one in AcOH to give 35% of 4-phenyl-2-quinazolinecarbaldehyde [30], thermolysis of 7-chloro-3-(2-methylimidazol-1-yl)-5-phenyl-3H-1,4-benzodiazepin-2-amine in 50% H2SO4 that afforded about 15% of 6-chloro-4-phenyl-2-quinazolinecarbaldehyde [31], thermolysis of 7-bromo-3-hydroxy-5-pyridin-2′-yl-3H-1,4-benzodiazepin-2(1H)-one at 220° C. to give 6-b... The reactants are C1(CCCCC1)N(CC1=CC=C(C=C1)[N+](=O)[O-])C (N-cyclohexyl-N-methyl-N-(4-nitrobenzyl)amine), O (water), B.[Na] (sodium boron hydride), B.[Na] (sodium boron hydride). Reagents/catalysts: [Ni](Br)Br (nickel bromide), [Ni](Br)Br (nickel bromide). Run in CO (methanol). Product: C1(CCCCC1)N(C)CC1=CC=C(N)C=C1 (4-(N-cyclohexyl-N-methylaminomethyl)aniline). The yield is 36.5%. As a reaction SMILES: [CH:1]1([N:7]([CH3:18])[CH2:8][C:9]2[CH:14]=[CH:13][C:12]([N+:15]([O-])=O)=[CH:11][CH:10]=2)[CH2:6][CH2:5][CH2:4][CH2:3][CH2:2]1.B.[Na].O>CO.[Ni](Br)Br>[CH:1]1([N:7]([CH2:8][C:9]2[CH:14]=[CH:13][C:12]([NH2:15])=[CH:11][CH:10]=2)[CH3:18])[CH2:6][CH2:5][CH2:4][CH2:3][CH2:2]1 |f:1.2,^1:19|. Procedure: To a solution of N-cyclohexyl-N-methyl-N-(4-nitrobenzyl)amine (12.4 g, 50.0 mmol) in methanol (250 ml) were added nickel bromide (1.09 g, 5.0 mmol) and then sodium boron hydride (7.57 g, 200 mmol) at 0° C., and the mixture was stirred at room temperature for 30 minutes. To the mixture were added nickel bromide (0.55 g, 2.5 mmol) and then sodium boron hydride (3.78 g, 100 mmol) at 0° C., and the mixture was stirred at room temperature for 30 minutes. To the reaction mixture was added water (100 m...